From a dataset of the Open Reaction Database (ORD), a public repository of structured organic reaction records. describe an organic reaction: reactants, conditions, products, and yield Starting materials: O=C(Cl)c1ccccc1, CC1(C)CC(=O)C2=C(C1)NCCC2. The product is CC1(C)CC(=O)C2=C(C1)N(C(=O)c1ccccc1)CCC2. Reaction SMILES: [C:14]([c:15]1[cH:16][cH:17][cH:18][cH:19][cH:20]1)(=[O:21])[Cl:22].[CH3:1][C:2]1([CH3:13])[CH2:3][C:4](=[O:12])[C:5]2=[C:10]([NH:9][CH2:8][CH2:7][CH2:6]2)[CH2:11]1>>[CH3:1][C:2]1([CH3:13])[CH2:3][C:4](=[O:12])[C:5]2=[C:10]([N:9]([C:14]([c:15]3[cH:16][cH:17][cH:18][cH:19][cH:20]3)=[O:21])[CH2:8][CH2:7][CH2:6]2)[CH2:11]1.